Dataset: the Open Reaction Database (ORD), a public repository of structured organic reaction records. Task: describe an organic reaction: reactants, conditions, products, and yield The reactants are O=C1N(c2cc(Cl)cc(Cl)c2)C(=O)C2(Cc3ccc(Br)cc3)CC(O)CN12, CS(=O)(=O)Cl, CCN(C(C)C)C(C)C, ClCCl. Yields the product CS(=O)(=O)OC1CN2C(=O)N(c3cc(Cl)cc(Cl)c3)C(=O)C2(Cc2ccc(Br)cc2)C1. RXN SMILES: [Br:1][c:2]1[cH:3][cH:4][c:5]([CH2:6][C:7]23[C:8](=[O:25])[N:9]([c:17]4[cH:18][c:19]([Cl:24])[cH:20][c:21]([Cl:23])[cH:22]4)[C:10](=[O:16])[N:11]2[CH2:12][CH:13]([OH:15])[CH2:14]3)[cH:26][cH:27]1.[CH3:28][S:29]([Cl:30])(=[O:31])=[O:32].[CH:36]([N:37]([CH2:38][CH3:39])[CH:40]([CH3:41])[CH3:42])([CH3:43])[CH3:44].[Cl:33][CH2:34][Cl:35]>>[Br:1][c:2]1[cH:3][cH:4][c:5]([CH2:6][C:7]23[C:8](=[O:25])[N:9]([c:17]4[cH:18][c:19]([Cl:24])[cH:20][c:21]([Cl:23])[cH:22]4)[C:10](=[O:16])[N:11]2[CH2:12][CH:13]([O:15][S:29]([CH3:28])(=[O:31])=[O:32])[CH2:14]3)[cH:26][cH:27]1. Starting materials: CS(=O)(=O)OC(CCCl)c1ccccc1, Clc1cccc2[nH]ccc12, [H-], [Na+], CN(C)C=O. Yields the product ClCCC(c1ccccc1)n1ccc2c(Cl)cccc21. RXN SMILES: [Cl:13][CH2:14][CH2:15][CH:16]([c:17]1[cH:18][cH:19][cH:20][cH:21][cH:22]1)[O:23][S:24]([CH3:25])(=[O:26])=[O:27].[Cl:1][c:2]1[c:3]2[cH:4][cH:5][nH:6][c:7]2[cH:8][cH:9][cH:10]1.[H-:11].[Na+:12].[O:28]=[CH:29][N:30]([CH3:31])[CH3:32]>>[Cl:1][c:2]1[c:3]2[cH:4][cH:5][n:6]([CH:16]([CH2:15][CH2:14][Cl:13])[c:17]3[cH:18][cH:19][cH:20][cH:21][cH:22]3)[c:7]2[cH:8][cH:9][cH:10]1. Starting materials: NC(CC(C(=O)OCC)C)C1=C(C=CC=C1F)OCC (ethyl 4-amino-4-(2-ethoxy-6-fluorophenyl)-2-methylbutanoate), N1=CC(=CC2=CC=CC=C12)C=O (quinoline-3-carbaldehyde). Product: C(C)OC1=C(C(=CC=C1)F)C1CC(C(N1CC=1C=NC2=CC=CC=C2C1)=O)C (5-(2-ethoxy-6-fluorophenyl)-3-methyl-1-(quinolin-3-ylmethyl)pyrrolidin-2-one). RXN SMILES: [NH2:1][CH:2]([C:11]1[C:16]([F:17])=[CH:15][CH:14]=[CH:13][C:12]=1[O:18][CH2:19][CH3:20])[CH2:3][CH:4]([CH3:10])[C:5]([O:7]CC)=O.[N:21]1[C:30]2[C:25](=[CH:26][CH:27]=[CH:28][CH:29]=2)[CH:24]=[C:23]([CH:31]=O)[CH:22]=1>>[CH2:19]([O:18][C:12]1[CH:13]=[CH:14][CH:15]=[C:16]([F:17])[C:11]=1[CH:2]1[N:1]([CH2:31][C:23]2[CH:22]=[N:21][C:30]3[C:25]([CH:24]=2)=[CH:26][CH:27]=[CH:28][CH:29]=3)[C:5](=[O:7])[CH:4]([CH3:10])[CH2:3]1)[CH3:20]. Procedure details: Prepared according to the described general procedure 2 (GP2) by reaction of ethyl 4-amino-4-(2-ethoxy-6-fluorophenyl)-2-methylbutanoate with commercially available quinoline-3-carbaldehyde. Subsequent purification by preparative HPLC afforded the target compound. LC-MS (conditions A): tR=0.64 min.; [M+H]+: 379.06 g/mol. Starting materials: NC=1C=CC2=C(C(=C(O2)C(C)C)C(C2=C(C(=C(C(=C2)I)CC)I)OCC(=O)O)=O)C1 (5-amino-2-isopropyl-3-(3 ,5-diiodo-4-ethyl carboxymethoxybenzoyl)-benzofuran), C(C1=CC=C(C=C1)OC)(=O)Cl (anisoyl chloride). Yields the product C(C)(C)C=1OC2=C(C1C(C1=C(C(=C(C(=C1)I)CC)I)OCC(=O)O)=O)C=C(C=C2)NC(C2=CC=C(C=C2)OC)=O (2-isopropyl-3-(3,5-diiodo-4-ethyl carboxymethoxybenzoyl)-5-(4-methoxybenzamido)benzofuran). Yield: 83.0%. RXN SMILES: [NH2:1][C:2]1[CH:3]=[CH:4][C:5]2[O:9][C:8]([CH:10]([CH3:12])[CH3:11])=[C:7]([C:13](=[O:29])[C:14]3[CH:19]=[C:18]([I:20])[C:17]([CH2:21][CH3:22])=[C:16]([I:23])[C:15]=3[O:24][CH2:25][C:26]([OH:28])=[O:27])[C:6]=2[CH:30]=1.[C:31](Cl)(=[O:40])[C:32]1[CH:37]=[CH:36][C:35]([O:38][CH3:39])=[CH:34][CH:33]=1>>[CH:10]([C:8]1[O:9][C:5]2[CH:4]=[CH:3][C:2]([NH:1][C:31](=[O:40])[C:32]3[CH:37]=[CH:36][C:35]([O:38][CH3:39])=[CH:34][CH:33]=3)=[CH:30][C:6]=2[C:7]=1[C:13](=[O:29])[C:14]1[CH:19]=[C:18]([I:20])[C:17]([CH2:21][CH3:22])=[C:16]([I:23])[C:15]=1[O:24][CH2:25][C:26]([OH:28])=[O:27])([CH3:12])[CH3:11]. Reported procedure: 5-amino-2-isopropyl-3-(3 ,5-diiodo-4-ethyl carboxymethoxybenzoyl)-benzofuran (prepared as in Example 6(d), 150 mg, 0.25 mmol) was treated with anisoyl chloride as described in Example 3(a) to produce 160 mg (yield 83%) of 2-isopropyl-3-(3,5-diiodo-4-ethyl carboxymethoxybenzoyl)-5-(4-methoxybenzamido)benzofuran. Starting materials: Cl.N[C@@H](CCCCN)C(=O)O (L-lysine hydrochloride), [OH-].[Na+] (NaOH). The solvent is C(C)O (ethanol). Conditions: temperature 200 celsius. Yields the product NC1C(=O)NCCCC1 (α-amino-ε-caprolactam). Reaction SMILES: Cl.[NH2:2][C@H:3]([C:9]([OH:11])=O)[CH2:4][CH2:5][CH2:6][CH2:7][NH2:8].[OH-].[Na+]>C(O)C>[NH2:2][CH:3]1[CH2:4][CH2:5][CH2:6][CH2:7][NH:8][C:9]1=[O:11] |f:0.1,2.3|. Procedure details: 50 mmols of L-lysine hydrochloride 1 is neutralized with 50 mmols of NaOH and then 200 ml of ethanol is added. This mixture is heated to 200° C. for eight hours. The yield of α-amino-ε-caprolactam 2 produced by this reaction is about 47%. Starting materials: FC(C=1C=C(CN(C(OC)=O)CC2=C(C=CC(=C2)C(F)(F)F)C2=C(C=CC(=C2)C(C(F)(F)F)O)OC)C=C(C1)C(F)(F)F)(F)F (Methyl [3,5-bis(trifluoromethyl)benzyl]{[2′-methoxy-5′-(2,2,2-trifluoro-1-hydroxyethyl)-4-(trifluoromethyl)biphenyl-2-yl]methyl}carbamate), CC(=O)OI1(C=2C=CC=CC2C(=O)O1)(OC(=O)C)OC(=O)C (Dess-Martin periodinane). Solvent: C(Cl)Cl (methylene chloride), C(C)OCC (diethyl ether). Product: FC(C=1C=C(CN(C(OC)=O)CC2=C(C=CC(=C2)C(F)(F)F)C2=C(C=CC(=C2)C(C(F)(F)F)=O)OC)C=C(C1)C(F)(F)F)(F)F (Methyl [3,5-bis(trifluoromethyl)benzyl]{[2′-methoxy-5′-(trifluoroacetyl)-4-(trifluoromethyl)biphenyl-2-yl]methyl}carbamate). RXN SMILES: [F:1][C:2]([F:45])([F:44])[C:3]1[CH:4]=[C:5]([CH:37]=[C:38]([C:40]([F:43])([F:42])[F:41])[CH:39]=1)[CH2:6][N:7]([CH2:12][C:13]1[CH:18]=[C:17]([C:19]([F:22])([F:21])[F:20])[CH:16]=[CH:15][C:14]=1[C:23]1[CH:28]=[C:27]([CH:29]([OH:34])[C:30]([F:33])([F:32])[F:31])[CH:26]=[CH:25][C:24]=1[O:35][CH3:36])[C:8](=[O:11])[O:9][CH3:10].CC(OI1(OC(C)=O)(OC(C)=O)OC(=O)C2C=CC=CC1=2)=O>C(Cl)Cl.C(OCC)C>[F:1][C:2]([F:44])([F:45])[C:3]1[CH:4]=[C:5]([CH:37]=[C:38]([C:40]([F:41])([F:42])[F:43])[CH:39]=1)[CH2:6][N:7]([CH2:12][C:13]1[CH:18]=[C:17]([C:19]([F:22])([F:21])[F:20])[CH:16]=[CH:15][C:14]=1[C:23]1[CH:28]=[C:27]([C:29](=[O:34])[C:30]([F:31])([F:32])[F:33])[CH:26]=[CH:25][C:24]=1[O:35][CH3:36])[C:8](=[O:11])[O:9][CH3:10]. Reported procedure: Methyl [3,5-bis(trifluoromethyl)benzyl]{[2′-methoxy-5′-(2,2,2-trifluoro-1-hydroxyethyl)-4-(trifluoromethyl)biphenyl-2-yl]methyl}carbamate (Example 139, 29 mg, 0.048 mmol) was dissolved in methylene chloride, and Dess-Martin periodinane (31 mg, 0.072 mmol) was added. Once the reaction was complete, the solution was diluted in diethyl ether and washed sequentially with saturated sodium thiosulfate, saturated sodium bicarbonate and water. The aqueous extracts were combined and back extracted with d... Starting materials: C(CCCCCCCCCCCCCCC)P(O)(O)=O (hexadecylphosphonic acid), solution, [OH-].[Na+] (sodium hydroxide), solution, [Cl-].[Ca+2].[Cl-] (calcium chloride). The solvent is CCCCCC (hexane). Yields the product [Ca+2].C(CCCCCCCCCCCCCCC)P([O-])([O-])=O (hexadecylphosphonic acid calcium salt). The yield is 96.0%. As a reaction SMILES: [CH2:1]([P:17](=[O:20])([OH:19])[OH:18])[CH2:2][CH2:3][CH2:4][CH2:5][CH2:6][CH2:7][CH2:8][CH2:9][CH2:10][CH2:11][CH2:12][CH2:13][CH2:14][CH2:15][CH3:16].[OH-].[Na+].[Cl-].[Ca+2:24].[Cl-]>CCCCCC>[Ca+2:24].[CH2:1]([P:17](=[O:18])([O-:20])[O-:19])[CH2:2][CH2:3][CH2:4][CH2:5][CH2:6][CH2:7][CH2:8][CH2:9][CH2:10][CH2:11][CH2:12][CH2:13][CH2:14][CH2:15][CH3:16] |f:1.2,3.4.5,7.8|. Procedure: 306 g (1 mol) of hexadecylphosphonic acid (produced as in example 13) are suspended in 1.5 l of hexane and 200 ml of a 10 molar solution of sodium hydroxide are added and the suspension is refluxed for 2 hours. Then, 500 ml of a 1 molar solution of calcium chloride are added, and the suspension is refluxed for 4 hours and water removed by azeotropic distillation. The reaction solution is filtered and the residue is washed with water and hexane and dried under reduced pressure to obtain 313 g (96...